This data is from the Open Reaction Database (ORD), a public repository of structured organic reaction records. The task is: describe an organic reaction: reactants, conditions, products, and yield RXN SMILES: [C:16]([CH2:17][OH:18])(=[O:19])[O:20][CH:21]([CH3:22])[CH3:23].[C:24]([c:25]1[cH:26][cH:27][cH:28][cH:29][cH:30]1)([CH3:31])([CH3:32])[CH3:33].[CH2:34]([O:35][CH2:36][CH3:37])[CH3:38].[OH:1][CH:2]([C:3](=[O:4])[O:5][CH2:6][CH2:7][Cl:8])[CH2:9][c:10]1[cH:11][cH:12][cH:13][cH:14][cH:15]1>>[OH:1][CH:2]([C:3](=[O:4])[O:18][CH2:17][C:16](=[O:19])[O:20][CH:21]([CH3:22])[CH3:23])[CH2:9][c:10]1[cH:11][cH:12][cH:13][cH:14][cH:15]1. The reactants are CC(C)OC(=O)CO, CC(C)(C)c1ccccc1, CCOCC, O=C(OCCCl)C(O)Cc1ccccc1. Product: CC(C)OC(=O)COC(=O)C(O)Cc1ccccc1.